Dataset: the Open Reaction Database (ORD), a public repository of structured organic reaction records. Task: describe an organic reaction: reactants, conditions, products, and yield Reactants: ClCC(=O)Cl (Chloroacetic acid chloride), C(C)(C)(C)C1=CC(=NO1)N (5-t-Butyl-3-amino isoxazole), N1=CC=CC=C1 (pyridine). Run in ClCCl (dichloromethane), ClCCl (dichloromethane). Run at temperature 0 celsius, time 2 hour. Product: C(C)(C)(C)C1=CC(=NO1)NC(CCl)=O (N-(5-t-Butyl-3-isoxazolyl)-2-chloro-acetamide). Isolated yield 132.4%. As a reaction SMILES: [Cl:1][CH2:2][C:3](Cl)=[O:4].[C:6]([C:10]1[O:14][N:13]=[C:12]([NH2:15])[CH:11]=1)([CH3:9])([CH3:8])[CH3:7].N1C=CC=CC=1>ClCCl>[C:6]([C:10]1[O:14][N:13]=[C:12]([NH:15][C:3](=[O:4])[CH2:2][Cl:1])[CH:11]=1)([CH3:9])([CH3:8])[CH3:7]. Reported procedure: Chloroacetic acid chloride (0.93 ml; II.42 mmol) is dropped slowly into a stirred solution of 5-t-Butyl-3-amino isoxazole (1.5 g; 7.67 mmol) in pyridine (1.09 ml; 13.49 mmol) and dichloromethane (20 ml), cooled to 0° C. Stirring is continued for 2 h at room temperature. The reaction mixture is diluted with dichloromethane, washed twice with 1N aqueous hydrochloric acid, twice with an aqueous solution of NaHCO3 and with water. The reaction mixture is then dried over Na2SO4, filtered and evaporate... Starting materials: C(#N)C(C)=CCCl (2-cyano-4-chlorobut-2-ene), S1(=O)(=O)NC(=O)C2=CC=CC=C12.[Na] (sodium saccharin). Solvent: CN(C=O)C (dimethylformamide). Yields the product O=S1(N(C(C2=C1C=CC=C2)=O)CC=C(C)C#N)=O (4-(2,3-dihydro-1,1-dioxido-3-oxo-1,2-benzisothiazol-2-yl)-2-cyanobut-2-ene). Isolated yield 66.3%. RXN SMILES: [C:1]([C:3](=[CH:5][CH2:6]Cl)[CH3:4])#[N:2].[S:8]1([C:19]2[C:14](=[CH:15][CH:16]=[CH:17][CH:18]=2)[C:12](=[O:13])[NH:11]1)(=[O:10])=[O:9].[Na]>CN(C)C=O>[O:10]=[S:8]1(=[O:9])[C:19]2[CH:18]=[CH:17][CH:16]=[CH:15][C:14]=2[C:12](=[O:13])[N:11]1[CH2:6][CH:5]=[C:3]([C:1]#[N:2])[CH3:4] |f:1.2,^1:19|. Reported procedure: 18.2 g (150 millimoles) of 2-cyano-4-chlorobut-2-ene were slowly added dropwise to 20.0 g (100 millimoles) of sodium saccharin in 100 ml of absolute dimethylformamide, while stirring thoroughly. The reaction mixture was stirred for a further 4 hours at 40° C., after which the precipitated sodium chloride was filtered off and the filtrate was evaporated down under reduced pressure to about 30 ml. After 400 ml of water had been added, the oil initially formed slowly crystallized. The crystals were... Reactants: CCN(CC)CC(=O)OC(C)(C)C(=O)c1ccc(S(C)(=O)=O)cc1, CCOC(C)=O, CN(C)C=O. Product: CCN(CC)C1=C(c2ccc(S(C)(=O)=O)cc2)C(C)(C)OC1=O. Reaction SMILES: [CH3:1][C:2]([C:3](=[O:4])[c:5]1[cH:6][cH:7][c:8]([S:11](=[O:12])(=[O:13])[CH3:14])[cH:9][cH:10]1)([CH3:15])[O:16][C:17]([CH2:18][N:19]([CH2:20][CH3:21])[CH2:22][CH3:23])=[O:24].[CH3:30][CH2:31][O:32][C:33](=[O:34])[CH3:35].[O:25]=[CH:26][N:27]([CH3:28])[CH3:29]>>[CH3:1][C:2]1([CH3:15])[C:3]([c:5]2[cH:6][cH:7][c:8]([S:11](=[O:12])(=[O:13])[CH3:14])[cH:9][cH:10]2)=[C:18]([N:19]([CH2:20][CH3:21])[CH2:22][CH3:23])[C:17](=[O:24])[O:16]1. Reactants: C(C)(=O)OCC (ethyl acetate), [Cr](=O)(=O)([O-])O[Cr](=O)(=O)[O-].[NH+]1=CC=CC=C1.[NH+]1=CC=CC=C1 (pyridinium dichromate), C(C)(=O)O (acetic acid), CC(C)(C)[Si](OC1C=CC(C1COCC1=CC=CC=C1)O)(C)C (4-[[(1,1-Dimethylethyl)dimethylsilyl]oxy]-5-[(phenylmethoxy)methyl]-2-cyclopenten-1-ol). The solvent is C(C)#N (acetonitrile), C(Cl)Cl (DCM), C(Cl)Cl (DCM). Reaction conditions: temperature 0 celsius, time 30 minute. The product is CC(C)(C)[Si](O[C@H]1C=CC([C@@H]1COCC1=CC=CC=C1)=O)(C)C ((4S, 5R)-4-[[(1,1-Dimethylethyl)dimethylsilyl]oxy]-5-[(phenylmethoxy)methyl]-2-cyclopenten-1-one). The yield is 95.6%. RXN SMILES: [Cr](O[Cr]([O-])(=O)=O)([O-])(=O)=O.[NH+]1C=CC=CC=1.[NH+]1C=CC=CC=1.C(O)(=O)C.[CH3:26][C:27]([Si:30]([CH3:48])([CH3:47])[O:31][CH:32]1[CH:36]([CH2:37][O:38][CH2:39][C:40]2[CH:45]=[CH:44][CH:43]=[CH:42][CH:41]=2)[CH:35]([OH:46])[CH:34]=[CH:33]1)([CH3:29])[CH3:28].C(OCC)(=O)C>C(Cl)Cl.C(#N)C>[CH3:29][C:27]([Si:30]([CH3:48])([CH3:47])[O:31][C@@H:32]1[C@@H:36]([CH2:37][O:38][CH2:39][C:40]2[CH:41]=[CH:42][CH:43]=[CH:44][CH:45]=2)[C:35](=[O:46])[CH:34]=[CH:33]1)([CH3:26])[CH3:28] |f:0.1.2|. Procedure: To a 250-mL 3-necked flask, oven dried and equipped with a mechanical stirrer was charged with pyridinium dichromate (20.24 g, 53.80 mmol), molecular sieves (oven dried) and DCM (40 mL). The resulting slurry was cooled to 0° C. and to this slurry, acetic acid (which had been dried over molecular sieves, 1.61 g, 26.90 mmol) was charged. The resulting mixture was stirred for 30 minutes at 0° C. 9 (10 g, 29.89 mmol) in DCM (10 mL) was added to the reaction mixture over a period of 10 minutes. The r... Starting materials: CC(C)=O, Cl, OC(COc1ccccc1)C1CCC2(CC1)OCCO2. Product: O=C1CCC(C(O)COc2ccccc2)CC1. Reaction SMILES: [CH3:22][C:23](=[O:24])[CH3:25].[ClH:1].[O:2]1[CH2:4][CH2:3][O:5][C:6]12[CH2:7][CH2:8][CH:9]([CH:12]([CH2:13][O:14][c:15]1[cH:16][cH:17][cH:18][cH:19][cH:20]1)[OH:21])[CH2:10][CH2:11]2>>[O:5]=[C:6]1[CH2:7][CH2:8][CH:9]([CH:12]([CH2:13][O:14][c:15]2[cH:16][cH:17][cH:18][cH:19][cH:20]2)[OH:21])[CH2:10][CH2:11]1. Starting materials: CC1(C(CC=C1C)CC=C1C(CCC1)=O)C (2-[2-(2,2,3-trimethylcyclopent-3-enyl)ethylidene]cyclopentanone), [I-].C[S+](=O)(C)C (trimethylsulfoxonium iodide), oil, [H-].[Na+] (sodium hydride). Product: CC1(C(CC=C1C)CC1CC12C(CCC2)=O)C (1-(2,2,3-trimethylcyclopent-3-enylmethyl)spiro[2.4]heptan-4-one). Yield: 35.1%. Reaction SMILES: [CH3:1][C:2]1([CH3:16])[C:6]([CH3:7])=[CH:5][CH2:4][CH:3]1[CH2:8][CH:9]=[C:10]1[CH2:14][CH2:13][CH2:12][C:11]1=[O:15].[I-].[CH3:18][S+](C)(C)=O.[H-].[Na+]>>[CH3:1][C:2]1([CH3:16])[C:6]([CH3:7])=[CH:5][CH2:4][CH:3]1[CH2:8][CH:9]1[C:10]2([CH2:14][CH2:13][CH2:12][C:11]2=[O:15])[CH2:18]1 |f:1.2,3.4|. Procedure: 13.0 g (60 mmol) of 2-[2-(2,2,3-trimethylcyclopent-3-enyl)ethylidene]cyclopentanone was cyclopropanated with 16.2 g (74 mmol) of trimethylsulfoxonium iodide and 3.6 g (75 mmol) of 50% oil suspension of sodium hydride according to Example 11a to give 4.9 g (35% yield) of 1-(2,2,3-trimethylcyclopent-3-enylmethyl)spiro[2.4]heptan-4-one. Reactants: [Li]CCCC, C1CCOC1, CCCN(C)C(=O)c1cc(I)cc(C(=O)OC)c1, Cn1ccnc1, [Cl-], [Cl-], [Zn+2], c1ccc(P(c2ccccc2)(c2ccccc2)[Pd](P(c2ccccc2)(c2ccccc2)c2ccccc2)(P(c2ccccc2)(c2ccccc2)c2ccccc2)P(c2ccccc2)(c2ccccc2)c2ccccc2)cc1. The product is CCCN(C)C(=O)c1cc(C(=O)OC)cc(-c2nccn2C)c1. As a reaction SMILES: [CH2:1]([Li:2])[CH2:3][CH2:4][CH3:5].[CH2:30]1[O:31][CH2:32][CH2:33][CH2:34]1.[CH3:12][O:13][C:14]([c:15]1[cH:16][c:17]([C:18](=[O:19])[N:20]([CH2:21][CH2:22][CH3:23])[CH3:24])[cH:25][c:26]([I:28])[cH:27]1)=[O:29].[CH3:6][n:7]1[cH:8][cH:9][n:10][cH:11]1.[Cl-:35].[Cl-:36].[Zn+2:37].[cH:38]1[cH:39][cH:40][c:41]([P:42]([Pd:43]([P:44]([c:45]2[cH:46][cH:47][cH:48][cH:49][cH:50]2)([c:51]2[cH:52][cH:53][cH:54][cH:55][cH:56]2)[c:57]2[cH:58][cH:59][cH:60][cH:61][cH:62]2)([P:63]([c:64]2[cH:65][cH:66][cH:67][cH:68][cH:69]2)([c:70]2[cH:71][cH:72][cH:73][cH:74][cH:75]2)[c:76]2[cH:77][cH:78][cH:79][cH:80][cH:81]2)[P:82]([c:83]2[cH:84][cH:85][cH:86][cH:87][cH:88]2)([c:89]2[cH:90][cH:91][cH:92][cH:93][cH:94]2)[c:95]2[cH:96][cH:97][cH:98][cH:99][cH:100]2)([c:101]2[cH:102][cH:103][cH:104][cH:105][cH:106]2)[c:107]2[cH:108][cH:109][cH:110][cH:111][cH:112]2)[cH:113][cH:114]1>>[CH3:6][n:7]1[cH:8][cH:9][n:10][c:11]1-[c:26]1[cH:25][c:17]([C:18](=[O:19])[N:20]([CH2:21][CH2:22][CH3:23])[CH3:24])[cH:16][c:15]([C:14]([O:13][CH3:12])=[O:29])[cH:27]1.